Dataset: the Open Reaction Database (ORD), a public repository of structured organic reaction records. Task: describe an organic reaction: reactants, conditions, products, and yield Reactants: FC(CN1N=CC(=C(C1=O)Cl)C1=CC=C(C=C1)S(=O)(=O)C)(F)F (2-(2,2,2-Trifluoroethyl)-4-chloro-5-[4-(methylsulfonyl)phenyl]-3(2H)-pyridazinone), C(C(C)(C)C)O (neopentyl alcohol), [H-].[Na+] (NaH). Run in CN(C)C=O (DMF). Run at time 8 hour. The product is FC(CN1N=CC(=C(C1=O)OCC(C)(C)C)C1=CC=C(C=C1)S(=O)(=O)C)(F)F (2-(2,2,2-Trifluoroethyl)-4-(2,2-dimethylpropoxy)-5-[4-(methylsulfonyl)phenyl]-3(2H)-pyridazinone). The yield is 79.9%. As a reaction SMILES: [F:1][C:2]([F:23])([F:22])[CH2:3][N:4]1[C:9](=[O:10])[C:8](Cl)=[C:7]([C:12]2[CH:17]=[CH:16][C:15]([S:18]([CH3:21])(=[O:20])=[O:19])=[CH:14][CH:13]=2)[CH:6]=[N:5]1.[CH2:24]([OH:29])[C:25]([CH3:28])([CH3:27])[CH3:26].[H-].[Na+]>CN(C=O)C>[F:1][C:2]([F:23])([F:22])[CH2:3][N:4]1[C:9](=[O:10])[C:8]([O:29][CH2:24][C:25]([CH3:28])([CH3:27])[CH3:26])=[C:7]([C:12]2[CH:17]=[CH:16][C:15]([S:18]([CH3:21])(=[O:20])=[O:19])=[CH:14][CH:13]=2)[CH:6]=[N:5]1 |f:2.3|. Reported procedure: 2-(2,2,2-Trifluoroethyl)-4-chloro-5-[4-(methylsulfonyl)phenyl]-3(2H)-pyridazinone (150 mg, 0.41 mmol), prepared in Example 193E, and neopentyl alcohol (43 mg, 0.49 mmol) were dissolved in DMF (2 mL) and NaH (25 mg, 0.62 mmol, 60% in mineral oil) was added with shaking and left overnight. The reaction mixture was carefully quenched with saturated NH4Cl solution, diluted with ethyl acetate and extracted with 1 N HCl, twice, then water, 3 times, and then dried over MgSO4. After filtration of the dr... Starting materials: C(#N)C1=NN(C=C1C=O)C1=C(C=C(C=C1Cl)C(F)(F)F)Cl (3-Cyano-1-(2,6-dichloro-4-trifluoromethylphenyl)-4-formylpyrazole), stainless steel, C1(=CC=CC=C1)P(C1=CC=CC=C1)C1=CC=CC=C1 (triphenylphosphine), BrC(F)(F)Br (dibromodifluoromethane). The solvent is ClCCl (dichloromethane). Run at temperature 70 celsius, time 3 hour. Yields the product C(#N)C1=NN(C=C1C=C(F)F)C1=C(C=C(C=C1Cl)C(F)(F)F)Cl (3-Cyano-1-(2,6-dichloro-4-trifluoromethylphenyl)4-(2,2-difluoroethenyl)pyrazole). RXN SMILES: [C:1]([C:3]1[C:7]([CH:8]=O)=[CH:6][N:5]([C:10]2[C:15]([Cl:16])=[CH:14][C:13]([C:17]([F:20])([F:19])[F:18])=[CH:12][C:11]=2[Cl:21])[N:4]=1)#[N:2].C1(P(C2C=CC=CC=2)C2C=CC=CC=2)C=CC=CC=1.Br[C:42](Br)([F:44])[F:43]>ClCCl>[C:1]([C:3]1[C:7]([CH:8]=[C:42]([F:44])[F:43])=[CH:6][N:5]([C:10]2[C:15]([Cl:16])=[CH:14][C:13]([C:17]([F:20])([F:19])[F:18])=[CH:12][C:11]=2[Cl:21])[N:4]=1)#[N:2]. Procedure details: 3-Cyano-1-(2,6-dichloro-4-trifluoromethylphenyl)-4-formylpyrazole (1.3 g), triphenylphosphine (5.1 g), dibromodifluoromethane (2 g) and dichloromethane (50 ml) were placed in a stainless steel bomb and heated and stirred at 70° C. for 3 hours. The reaction mixtiure was evaporated and the residue was purified by column chromatography on silica gel eluting with dichloromethane: hexane (9:1). Combination and evaporation of suitable fractions gave the title compound as a white solid, m.p. 75-77° C. The reactants are ClCCn1ncc2cc(Br)ccc21, C1OC2CNC1C2, Cl, [K+], [K+], O=C([O-])[O-], CN(C)C=O, O. Yields the product Brc1ccc2c(cnn2CCN2CC3CC2CO3)c1. As a reaction SMILES: [Br:1][c:2]1[cH:3][c:4]2[cH:5][n:6][n:7]([CH2:11][CH2:12][Cl:13])[c:8]2[cH:9][cH:10]1.[CH:15]12[O:16][CH2:17][CH:18]([NH:19][CH2:20]1)[CH2:21]2.[ClH:14].[K+:22].[K+:23].[O-:24][C:25]([O-:26])=[O:27].[O:29]=[CH:30][N:31]([CH3:32])[CH3:33].[OH2:28]>>[Br:1][c:2]1[cH:3][c:4]2[cH:5][n:6][n:7]([CH2:11][CH2:12][N:19]3[CH:18]4[CH2:17][O:16][CH:15]([CH2:20]3)[CH2:21]4)[c:8]2[cH:9][cH:10]1. Starting materials: CC1(C)C(=O)N(Br)C(=O)N1Br, Nc1ncnn2c(CCCO)ccc12, CN(C)C=O. The product is Nc1ncnn2c(CCCO)cc(Br)c12. As a reaction SMILES: [Br:15][N:16]1[C:17]([CH3:18])([CH3:19])[C:20](=[O:21])[N:22]([Br:23])[C:24]1=[O:25].[NH2:1][c:2]1[n:3][cH:4][n:5][n:6]2[c:7]1[cH:8][cH:9][c:10]2[CH2:11][CH2:12][CH2:13][OH:14].[O:26]=[CH:27][N:28]([CH3:29])[CH3:30]>>[NH2:1][c:2]1[n:3][cH:4][n:5][n:6]2[c:7]1[c:8]([Br:15])[cH:9][c:10]2[CH2:11][CH2:12][CH2:13][OH:14]. The reactants are C(C)N=C=O (Ethyl isocyanate), C(C)(C)(C)OC(=O)N1C[C@H]2CC3=CC=C(N=C3N2[C@@H](C1)C)COCCO ((4R,9aR)-6-(2-hydroxy-ethoxymethyl)-4-methyl-3,4,9,9a-tetrahydro-1H-2,4a,5-triaza-fluorene-2-carboxylic acid tert-butyl ester), C(C)(C)(C)OC(=O)N1C[C@H]2CC3=CC=C(N=C3N2[C@@H](C1)C)COCCO ((4R,9aR)-6-(2-hydroxy-ethoxymethyl)-4-methyl-3,4,9,9a-tetrahydro-1H-2,4a,5-triaza-fluorene-2-carboxylic acid tert-butyl ester), C(C(CO)(CO)N)O (trisamine), C(C)(=O)[O-].[NH4+] (ammonium acetate). The solvent is C(Cl)Cl (DCM), C(Cl)Cl (DCM), CO (methanol), CO (methanol), O (water), CO (methanol). Conditions: temperature 140 celsius. Product: C(C)(C)(C)OC(=O)N1C[C@H]2CC3=CC=C(N=C3N2[C@@H](C1)C)COC(NCC)=O ((4R,9aR)-6-Ethylcarbamoyloxymethyl-4-methyl-3,4,9,9a-tetrahydro-1H-2,4a,5-triaza-fluorene-2-carboxylic acid tert-butyl ester). Yield: 215.4%. RXN SMILES: [CH2:1]([N:3]=C=O)[CH3:2].[C:6]([O:10][C:11]([N:13]1[CH2:25][C@@H:24]([CH3:26])[N:23]2[C@H:15]([CH2:16][C:17]3[C:22]2=[N:21][C:20]([CH2:27][O:28][CH2:29]CO)=[CH:19][CH:18]=3)[CH2:14]1)=[O:12])([CH3:9])([CH3:8])[CH3:7].C(O)C(N)(CO)C[OH:35].C([O-])(=O)C.[NH4+]>CO.O.C(Cl)Cl>[C:6]([O:10][C:11]([N:13]1[CH2:25][C@@H:24]([CH3:26])[N:23]2[C@H:15]([CH2:16][C:17]3[C:22]2=[N:21][C:20]([CH2:27][O:28][C:29](=[O:35])[NH:3][CH2:1][CH3:2])=[CH:19][CH:18]=3)[CH2:14]1)=[O:12])([CH3:9])([CH3:7])[CH3:8] |f:3.4|. Procedure details: Ethyl isocyanate (22 mL, 0.31 mmol) was added to a mixture of DMAP (0.008 g, 0.063 mmol) (4R,9aR)-6-hydroxymethyl-4-methyl-3,4,9,9a-tetrahydro-1H-2,4a,5-triaza-fluorene-2-carboxylic acid tert-butyl ester (Example 15, intermediate b) (0.02 g, 0.063 mmol), 4 Å molecular sieves (0.02 g, crushed) and DCM (2 mL). The reaction vessel was sealed and heated at 140° C. in a CEM Discoverer™ microwave for 15 min. The reaction mixture was cooled to room temperature, DCM (2 mL) and AP-trisamine (2.49 mmol/g,...